From a dataset of the Open Reaction Database (ORD), a public repository of structured organic reaction records. describe an organic reaction: reactants, conditions, products, and yield Run in AcN. Reactants: BrC1=CC=C(C=C1)O (4-bromophenol), ClCC1=NC2=CC=CC=C2C=C1 (2-(chloro methyl)quinoline), C(=O)([O-])[O-].[K+].[K+] (K2CO3). The product is BrC1=CC=C(OCC2=NC3=CC=CC=C3C=C2)C=C1 (2-((4-bromophenoxy)methyl)quinoline). RXN SMILES: [Br:1][C:2]1[CH:7]=[CH:6][C:5]([OH:8])=[CH:4][CH:3]=1.Cl[CH2:10][C:11]1[CH:20]=[CH:19][C:18]2[C:13](=[CH:14][CH:15]=[CH:16][CH:17]=2)[N:12]=1.C([O-])([O-])=O.[K+].[K+]>>[Br:1][C:2]1[CH:7]=[CH:6][C:5]([O:8][CH2:10][C:11]2[CH:20]=[CH:19][C:18]3[C:13](=[CH:14][CH:15]=[CH:16][CH:17]=3)[N:12]=2)=[CH:4][CH:3]=1 |f:2.3.4|. The yield is 50.3%. Reported procedure: To a stirred solution of 4-bromophenol (10 g, 0.057 mol) and 2-(chloro methyl)quinoline (15.4 g, 0.063 mol) in AcN (25 mL) was added K2CO3 (24 g, 0.17 mol). The reaction mixture was refluxed for 3 h, filtered and the filtrate was concentrated in vacuo. The residue was diluted with water and extracted with EtOAc (2×200 mL). The combined organic layers were dried over anhydrous Na2SO4, filtered, and concentrated in vacuo to obtain 2-((4-bromophenoxy)methyl)quinoline (9 g, 50%) as a solid. Starting materials: COC1=CC=C(CS[C@H]2CC(N(C2)C(=O)OCC2=CC=C(C=C2)[N+](=O)[O-])C(NC2CN3CCC2CC3)=O)C=C1 ((4S)-4-(4-methoxybenzylthio)-2-[(3-quinuclidinyl)carbamoyl]-1-(4-nitrobenzyloxycarbonyl)pyrrolidine), FC(S(=O)(=O)O)(F)F (trifluoromethanesulfonic acid), ice, FC(C(=O)O)(F)F (trifluoroacetic acid). Run in C1(=CC=CC=C1)OC (anisole). Run at time 1.5 hour. Product: FC(S(=O)(=O)O)(F)F.FC(S(=O)(=O)O)(F)F.S[C@H]1CC(N(C1)C(=O)OCC1=CC=C(C=C1)[N+](=O)[O-])C(NC1CN2CCC1CC2)=O ((4S)-4-Mercapto-1-(4-nitrobenzyloxycarbonyl)-2-[(3-quinuclidinyl)carbamoyl]pyrrolidine bis(trifluoromethanesulfonate)). As a reaction SMILES: COC1C=CC(C[S:8][C@@H:9]2[CH2:13][N:12]([C:14]([O:16][CH2:17][C:18]3[CH:23]=[CH:22][C:21]([N+:24]([O-:26])=[O:25])=[CH:20][CH:19]=3)=[O:15])[CH:11]([C:27](=[O:37])[NH:28][CH:29]3[CH:34]4[CH2:35][CH2:36][N:31]([CH2:32][CH2:33]4)[CH2:30]3)[CH2:10]2)=CC=1.FC(F)(F)C(O)=O.[F:47][C:48]([F:54])([F:53])[S:49]([OH:52])(=[O:51])=[O:50]>C1(OC)C=CC=CC=1>[F:47][C:48]([F:54])([F:53])[S:49]([OH:52])(=[O:51])=[O:50].[F:47][C:48]([F:54])([F:53])[S:49]([OH:52])(=[O:51])=[O:50].[SH:8][C@@H:9]1[CH2:13][N:12]([C:14]([O:16][CH2:17][C:18]2[CH:23]=[CH:22][C:21]([N+:24]([O-:26])=[O:25])=[CH:20][CH:19]=2)=[O:15])[CH:11]([C:27](=[O:37])[NH:28][CH:29]2[CH:34]3[CH2:33][CH2:32][N:31]([CH2:36][CH2:35]3)[CH2:30]2)[CH2:10]1 |f:4.5.6|. Reported procedure: 770 mg of (4S)-4-(4-methoxybenzylthio)-2-[(3-quinuclidinyl)carbamoyl]-1-(4-nitrobenzyloxycarbonyl)pyrrolidine (prepared as described in Preparation 6) were suspended in 1.5 ml of anisole, and the suspension was placed on an ice bath. Whilst the suspension was still on the ice bath, 6.5 ml of trifluoroacetic acid and 246 μl of trifluoromethanesulfonic acid were added to it, and the resulting mixture was stirred for 1.5 hours at room temperature. At the end of this time, the solvent was removed by... Starting materials: C(C)(C)(C)C=1N=C(C=2C(N1)=NN(N2)CC)N2CC(CC2)(F)F (5-tert-Butyl-7-(3,3-difluoro-pyrrolidin-1-yl)-2-ethyl-2H-[1,2,3]triazolo[4,5-d]pyrimidine), C(C)(C)(C)C=1N=C(C2=C(N1)NN=N2)N2CC(CC2)(F)F (5-tert-butyl-7-(3,3-difluoropyrrolidin-1-yl)-3H-[1,2,3]triazolo[4,5-d]pyrimidine), BrCC1=C(C=CC(=C1)Cl)Cl (2-(bromomethyl)-1,4-dichlorobenzene). Yields the product C(C)(C)(C)C=1N=C(C=2C(N1)=NN(N2)CC2=C(C=CC(=C2)Cl)Cl)N2CC(CC2)(F)F (5-tert-Butyl-2-(2,5-dichloro-benzyl)-7-(3,3-difluoro-pyrrolidin-1-yl)-2H-[1,2,3]triazolo[4,5-d]pyrimidine), solid. The yield is 25.0%. RXN SMILES: [C:1]([C:5]1[N:6]=[C:7]([N:16]2[CH2:20][CH2:19][C:18]([F:22])([F:21])[CH2:17]2)[C:8]2[C:9](=[N:11][N:12]([CH2:14][CH3:15])[N:13]=2)[N:10]=1)([CH3:4])([CH3:3])[CH3:2].C(C1N=C(N2CCC(F)(F)C2)C2N=NNC=2N=1)(C)(C)C.BrCC1[CH:50]=[C:49]([Cl:51])[CH:48]=[CH:47][C:46]=1[Cl:52]>>[C:1]([C:5]1[N:6]=[C:7]([N:16]2[CH2:20][CH2:19][C:18]([F:21])([F:22])[CH2:17]2)[C:8]2[C:9](=[N:11][N:12]([CH2:14][C:15]3[CH:50]=[C:49]([Cl:51])[CH:48]=[CH:47][C:46]=3[Cl:52])[N:13]=2)[N:10]=1)([CH3:2])([CH3:3])[CH3:4]. Reported procedure: In analogy to the procedure described for the synthesis of 5-tert-butyl-7-(3,3-difluoro-pyrrolidin-1-yl)-2-ethyl-2H-[1,2,3]triazolo[4,5-d]pyrimidine (example 3, step b), the title compound was prepared from 5-tert-butyl-7-(3,3-difluoropyrrolidin-1-yl)-3H-[1,2,3]triazolo[4,5-d]pyrimidine and 2-(bromomethyl)-1,4-dichlorobenzene and isolated as white solid (4.6 mg, 25%). MS (m/e): 441.4 (MH+). Reactants: CCOC(C)=O, Cc1ncc2ccc([N+](=O)[O-])cc2n1, [H][H]. The product is Cc1ncc2ccc(N)cc2n1. RXN SMILES: [CH3:17][CH2:18][O:19][C:20]([CH3:21])=[O:22].[CH3:1][c:2]1[n:3][c:4]2[cH:5][c:6]([N+:12]([O-:13])=[O:14])[cH:7][cH:8][c:9]2[cH:10][n:11]1.[H:15][H:16]>>[CH3:1][c:2]1[n:3][c:4]2[cH:5][c:6]([NH2:12])[cH:7][cH:8][c:9]2[cH:10][n:11]1. Starting materials: C(CC(=O)C)(=O)N[C@@H](CC(=O)O)C(=O)O (N-acetoacetyl-L-aspartic acid), C(C)(=O)O (acetic acid), C(C)(=O)OC(C)=O (acetic anhydride), CS(=O)(=O)O (Methanesulfonic acid). Solvent: C(C)(=O)OCC (ethyl acetate). Run at time 100 minute. Product: 16.3, C(CC(=O)C)(=O)N[C@H]1CC(=O)OC1=O (N-acetoacetyl-L-aspartic anhydride). Reaction SMILES: [C:1]([NH:7][C@H:8]([C:13]([OH:15])=[O:14])[CH2:9][C:10]([OH:12])=O)(=[O:6])[CH2:2][C:3]([CH3:5])=[O:4].C(O)(=O)C.C(OC(=O)C)(=O)C.CS(O)(=O)=O>C(OCC)(=O)C>[C:1]([NH:7][C@@H:8]1[C:13](=[O:14])[O:15][C:10](=[O:12])[CH2:9]1)(=[O:6])[CH2:2][C:3]([CH3:5])=[O:4]. Procedure: N-acetoacetyl-L-aspartic acid, 21.7 parts, was mixed with 20 parts by volume of glacial acetic acid and 12.3 parts of acetic anhydride. Methanesulfonic acid, 0.20 parts by volume, was added to the slurry and the mixture was stirred for 100 minutes. The mixture initially thinned and then became thicker. Dry ethyl acetate, 20 parts by volume, was added and the resulting slurry was stirred for an additional 20 minutes. A solid was collected on a filter under a nitrogen atmosphere, rinsed with dry e...